Dataset: the Open Reaction Database (ORD), a public repository of structured organic reaction records. Task: describe an organic reaction: reactants, conditions, products, and yield Reactants: CO, CC(NC(=O)c1ccc(C(=O)N2CCCC2CNC(=O)OC(C)(C)C)c(Cl)c1)c1nc2cc(Cl)ccc2[nH]1, ClCCl, Cl, N, O=C(O)C(F)(F)F. The product is CC(NC(=O)c1ccc(C(=O)N2CCCC2CN)c(Cl)c1)c1nc2cc(Cl)ccc2[nH]1. As a reaction SMILES: [CH3:47][OH:48].[Cl:1][c:2]1[cH:3][c:4]2[c:5]([nH:6][c:7]([CH:9]([CH3:10])[NH:11][C:12]([c:13]3[cH:14][c:15]([Cl:35])[c:16]([C:19](=[O:20])[N:21]4[CH:22]([CH2:26][NH:27][C:28]([O:29][C:30]([CH3:31])([CH3:32])[CH3:33])=[O:34])[CH2:23][CH2:24][CH2:25]4)[cH:17][cH:18]3)=[O:36])[n:8]2)[cH:37][cH:38]1.[Cl:49][CH2:50][Cl:51].[Cl:52].[NH3:46].[OH:39][C:40]([C:41]([F:42])([F:43])[F:44])=[O:45]>>[Cl:1][c:2]1[cH:3][c:4]2[c:5]([nH:6][c:7]([CH:9]([CH3:10])[NH:11][C:12]([c:13]3[cH:14][c:15]([Cl:35])[c:16]([C:19](=[O:20])[N:21]4[CH:22]([CH2:26][NH2:27])[CH2:23][CH2:24][CH2:25]4)[cH:17][cH:18]3)=[O:36])[n:8]2)[cH:37][cH:38]1. The reactants are CC(=O)OCC1OC(n2cnc3c(Cl)nc(I)nc32)C(OC(C)=O)C1OC(C)=O, CN(C)C=O, NC1CCCC1, CCN(C(C)C)C(C)C. The product is CC(=O)OCC1OC(n2cnc3c(NC4CCCC4)nc(I)nc32)C(OC(C)=O)C1OC(C)=O. Reaction SMILES: [C:1]([CH3:2])(=[O:3])[O:4][CH:5]1[CH:6]([n:19]2[c:20]3[n:21][c:22]([I:29])[n:23][c:24]([Cl:28])[c:25]3[n:26][cH:27]2)[O:7][CH:8]([CH2:14][O:15][C:16]([CH3:17])=[O:18])[CH:9]1[O:10][C:11]([CH3:12])=[O:13].[CH3:45][N:46]([CH3:47])[CH:48]=[O:49].[CH:30]1([NH2:35])[CH2:31][CH2:32][CH2:33][CH2:34]1.[CH:36]([N:37]([CH:38]([CH3:39])[CH3:40])[CH2:41][CH3:42])([CH3:43])[CH3:44]>>[C:1]([CH3:2])(=[O:3])[O:4][CH:5]1[CH:6]([n:19]2[c:20]3[n:21][c:22]([I:29])[n:23][c:24]([NH:35][CH:30]4[CH2:31][CH2:32][CH2:33][CH2:34]4)[c:25]3[n:26][cH:27]2)[O:7][CH:8]([CH2:14][O:15][C:16]([CH3:17])=[O:18])[CH:9]1[O:10][C:11]([CH3:12])=[O:13]. Reactants: Brc1ccc2[nH]c(N3CCCC3)nc2c1, C1COCCO1, [Cu]I, [I-], NCCN, N, [Na+], O. The product is Ic1ccc2[nH]c(N3CCCC3)nc2c1. RXN SMILES: [Br:1][c:2]1[cH:3][c:4]2[c:5]([nH:6][c:7]([N:9]3[CH2:10][CH2:11][CH2:12][CH2:13]3)[n:8]2)[cH:14][cH:15]1.[CH2:26]1[O:27][CH2:28][CH2:29][O:30][CH2:31]1.[Cu:24][I:25].[I-:16].[NH2:18][CH2:19][CH2:20][NH2:21].[NH3:22].[Na+:17].[OH2:23]>>[c:2]1([I:16])[cH:3][c:4]2[c:5]([nH:6][c:7]([N:9]3[CH2:10][CH2:11][CH2:12][CH2:13]3)[n:8]2)[cH:14][cH:15]1. The product is COC(=O)c1ccc(CC2=CCc3ccc(NC(=O)C(F)(F)F)cc32)c(OC)c1. RXN SMILES: [Br:29][CH2:30][c:31]1[c:32]([O:41][CH3:42])[cH:33][c:34]([C:35](=[O:36])[O:37][CH3:38])[cH:39][cH:40]1.[CH2:1]([Li:2])[CH2:3][CH2:4][CH3:5].[CH3:45][CH2:46][CH2:47][CH2:48][CH2:49][CH3:50].[CH3:56][CH2:57][O:58][C:59](=[O:60])[CH3:61].[CH:6]([NH:7][CH:8]([CH3:9])[CH3:10])([CH3:11])[CH3:12].[Cl-:43].[F:13][C:14]([C:15](=[O:16])[NH:17][c:18]1[cH:19][cH:20][c:21]2[c:25]([cH:26]1)[CH:24]=[CH:23][CH2:22]2)([F:27])[F:28].[NH4+:44].[O:51]1[CH2:52][CH2:53][CH2:54][CH2:55]1>>[F:13][C:14]([C:15](=[O:16])[NH:17][c:18]1[cH:19][cH:20][c:21]2[c:25]([cH:26]1)[C:24]([CH2:30][c:31]1[c:32]([O:41][CH3:42])[cH:33][c:34]([C:35](=[O:36])[O:37][CH3:38])[cH:39][cH:40]1)=[CH:23][CH2:22]2)([F:27])[F:28]. The reactants are COC(=O)c1ccc(CBr)c(OC)c1, [Li]CCCC, CCCCCC, CCOC(C)=O, CC(C)NC(C)C, [Cl-], O=C(Nc1ccc2c(c1)C=CC2)C(F)(F)F, [NH4+], C1CCOC1. RXN SMILES: [CH2:14]([Li:15])[CH2:16][CH2:17][CH3:18].[CH2:3]([CH3:4])[N:5]([C:6]([CH2:7][C:8](=[O:9])[CH3:10])=[O:11])[CH2:12][CH3:13].[CH3:33][CH2:34][CH2:35][CH2:36][CH2:37][CH3:38].[CH:19](=[O:20])[c:21]1[cH:22][cH:23][cH:24][cH:25][cH:26]1.[ClH:27].[H-:1].[Na+:2].[O:28]1[CH2:29][CH2:30][CH2:31][CH2:32]1.[OH2:39]>>[CH2:3]([CH3:4])[N:5]([C:6]([CH2:7][C:8](=[O:9])[CH2:10][CH:19]([OH:20])[c:21]1[cH:22][cH:23][cH:24][cH:25][cH:26]1)=[O:11])[CH2:12][CH3:13]. Starting materials: [Li]CCCC, CCN(CC)C(=O)CC(C)=O, CCCCCC, O=Cc1ccccc1, Cl, [H-], [Na+], C1CCOC1, O. The product is CCN(CC)C(=O)CC(=O)CC(O)c1ccccc1. The reactants are Cl.CC1=CC=C(N)C=C1 (4-methylaniline hydrochloride), O1C(NCC1)=O (2-oxazolidinone). The solvent is COCCOCCO (2-(2-methoxyethoxy)ethanol). Run at temperature 170 celsius. The product is CC1=CC=C(C=C1)NCCN (N-(4-Methylphenyl)-1,2-ethanediamine). The yield is 76.0%. RXN SMILES: Cl.[CH3:2][C:3]1[CH:9]=[CH:8][C:6]([NH2:7])=[CH:5][CH:4]=1.O1[CH2:14][CH2:13][NH:12]C1=O>COCCOCCO>[CH3:2][C:3]1[CH:9]=[CH:8][C:6]([NH:7][CH2:14][CH2:13][NH2:12])=[CH:5][CH:4]=1 |f:0.1|. Reported procedure: A mixture of 4-methylaniline hydrochloride (15.0 g, 0.10 mole), 2-oxazolidinone (8.7 g, 0.10 mole) and 40 ml of 2-(2-methoxyethoxy)ethanol was heated in an oil bath to 170° C. for four hours. On cooling to room temperature, a solid formed. Workup as described in Examples 1 and 8, followed by distillation at 110° C. to 120° C. (1.5 mm Hg) gave a 76 percent yield of the material as a clear liquid which slowly solidified on standing at ambient temperatures to a low-melting solid. Reactants: OC(CCC)C1=C(C(=C(C=2C(COC21)C2=CC=C(C=C2)C(C)C)C)NC(CC(C)(C)C)=O)C (N-(7-(1-hydroxybutyl)-3-(4-isopropylphenyl)-4,6-dimethyl-2,3-dihydro-1-benzofuran-5-yl)-3,3-dimethylbutanamide). Solvent: CCCCCC.C(C)(=O)OCC (hexane ethyl acetate). Product: C(CCC)C1=C(C(=C(C=2C(COC21)C2=CC=C(C=C2)C(C)C)C)NC(CC(C)(C)C)=O)C (N-(7-Butyl-3-(4-isopropylphenyl)-4,6-dimethyl-2,3-dihydro-1-benzofuran-5-yl)-3,3-dimethylbutanamide). Yield: 33.0%. As a reaction SMILES: O[CH:2]([C:6]1[C:14]2[O:13][CH2:12][CH:11]([C:15]3[CH:20]=[CH:19][C:18]([CH:21]([CH3:23])[CH3:22])=[CH:17][CH:16]=3)[C:10]=2[C:9]([CH3:24])=[C:8]([NH:25][C:26](=[O:32])[CH2:27][C:28]([CH3:31])([CH3:30])[CH3:29])[C:7]=1[CH3:33])[CH2:3][CH2:4][CH3:5]>CCCCCC.C(OCC)(=O)C>[CH2:2]([C:6]1[C:14]2[O:13][CH2:12][CH:11]([C:15]3[CH:20]=[CH:19][C:18]([CH:21]([CH3:23])[CH3:22])=[CH:17][CH:16]=3)[C:10]=2[C:9]([CH3:24])=[C:8]([NH:25][C:26](=[O:32])[CH2:27][C:28]([CH3:29])([CH3:31])[CH3:30])[C:7]=1[CH3:33])[CH2:3][CH2:4][CH3:5] |f:1.2|. Reported procedure: Using a diastereo mixture of N-(7-(1-hydroxybutyl)-3-(4-isopropylphenyl)-4,6-dimethyl-2,3-dihydro-1-benzofuran-5-yl)-3,3-dimethylbutanamide obtained in Examples 90 and 91, the title compound was synthesized in the same manner as in Example 23. Yield: 33%. Melting point: 149-151° C. (hexane-ethyl acetate).